This data is from the Open Reaction Database (ORD), a public repository of structured organic reaction records. The task is: describe an organic reaction: reactants, conditions, products, and yield Run in C(C)O (ethanol), C(C)(=O)O (acetic acid). Procedure details: In analogy to the procedure described in example 50k), 4-[3-methoxy-5-(piperidin-4-ylcarbamoyl)-phenoxy]-butyric acid methyl ester [prepared from 4-[3-methoxy-5-(3-methoxycarbonyl-propoxy)-benzoylamino]-piperidine-1-carboxylic acid tert-butyl ester by Boc cleavage in analogy to example 50i)] was reacted with 3,5-diethoxy-4-fluoro-benzaldehyde (example 50 g), sodium cyanoborohydride, N-ethyl-diisopropylamine and acetic acid in ethanol at 50° C. to yield the title compound as colorless solid. MS: ... Product: COC(CCCOC1=CC(=CC(=C1)OC)C(NC1CCN(CC1)CC1=CC(=C(C(=C1)OCC)F)OCC)=O)=O (4-{3-[1-(3,5-Diethoxy-4-fluoro-benzyl)-piperidin-4-ylcarbamoyl]-5-methoxy-phenoxy}-butyric acid methyl ester). Reactants: COC(CCCOC1=CC(=CC(=C1)C(NC1CCNCC1)=O)OC)=O (4-[3-methoxy-5-(piperidin-4-ylcarbamoyl)-phenoxy]-butyric acid methyl ester), C(C)OC=1C=C(C=O)C=C(C1F)OCC (3,5-diethoxy-4-fluoro-benzaldehyde), C(#N)[BH3-].[Na+] (sodium cyanoborohydride), C(C)N(C(C)C)C(C)C (N-ethyl-diisopropylamine), C(C)(C)(C)OC(=O)N1CCC(CC1)NC(C1=CC(=CC(=C1)OCCCC(=O)OC)OC)=O (4-[3-methoxy-5-(3-methoxycarbonyl-propoxy)-benzoylamino]-piperidine-1-carboxylic acid tert-butyl ester). RXN SMILES: [CH3:1][O:2][C:3](=[O:25])[CH2:4][CH2:5][CH2:6][O:7][C:8]1[CH:13]=[C:12]([C:14](=[O:22])[NH:15][CH:16]2[CH2:21][CH2:20][NH:19][CH2:18][CH2:17]2)[CH:11]=[C:10]([O:23][CH3:24])[CH:9]=1.C(OC(N1CCC(NC(=O)C2C=C(OCCCC(OC)=O)C=C(OC)C=2)CC1)=O)(C)(C)C.[CH2:58]([O:60][C:61]1[CH:62]=[C:63]([CH:66]=[C:67]([O:70][CH2:71][CH3:72])[C:68]=1[F:69])[CH:64]=O)[CH3:59].C([BH3-])#N.[Na+].C(N(C(C)C)C(C)C)C>C(O)C.C(O)(=O)C>[CH3:1][O:2][C:3](=[O:25])[CH2:4][CH2:5][CH2:6][O:7][C:8]1[CH:9]=[C:10]([O:23][CH3:24])[CH:11]=[C:12]([C:14](=[O:22])[NH:15][CH:16]2[CH2:17][CH2:18][N:19]([CH2:64][C:63]3[CH:66]=[C:67]([O:70][CH2:71][CH3:72])[C:68]([F:69])=[C:61]([O:60][CH2:58][CH3:59])[CH:62]=3)[CH2:20][CH2:21]2)[CH:13]=1 |f:3.4|. Reactants: C(C1=CC=CC=C1)OC(=O)NC(CC1=CC=CC=C1)C=O (N-benzyloxycarbonyl-DL-phenylalaninal), [Cl-].[NH4+] (ammonium chloride), BrC(C(=O)OCC)(F)F (ethyl bromodifluoroacetate), [Cl-].[NH4+] (ammonium chloride). The reagents and catalysts are [Zn] (zinc). The solvent is C1CCOC1 (THF). Run at time 2 hour. Yields the product C(C1=CC=CC=C1)OC(=O)NC(C(C(C(=O)OCC)(F)F)O)CC1=CC=CC=C1 (ethyl 4-benzyloxycarbonylamino-2,2-difluoro-3-hydroxy-5-phenylpentanoate). Isolated yield 91.3%. Reaction SMILES: [CH2:1]([O:8][C:9]([NH:11][CH:12]([CH:20]=[O:21])[CH2:13][C:14]1[CH:19]=[CH:18][CH:17]=[CH:16][CH:15]=1)=[O:10])[C:2]1[CH:7]=[CH:6][CH:5]=[CH:4][CH:3]=1.Br[C:23]([F:30])([F:29])[C:24]([O:26][CH2:27][CH3:28])=[O:25].[Cl-].[NH4+]>[Zn].C1COCC1>[CH2:1]([O:8][C:9]([NH:11][CH:12]([CH2:13][C:14]1[CH:15]=[CH:16][CH:17]=[CH:18][CH:19]=1)[CH:20]([OH:21])[C:23]([F:30])([F:29])[C:24]([O:26][CH2:27][CH3:28])=[O:25])=[O:10])[C:2]1[CH:3]=[CH:4][CH:5]=[CH:6][CH:7]=1 |f:2.3|. Procedure details: To a mixture of the objective compound of step (10) (42.8 g, 0.151 mol), zinc dust (15.9 g, 0.243 mol) and THF (105 ml) was added ethyl bromodifluoroacetate (31.6 mL, 0.246 mol) with dropwise over 2 hours at 26˜49° C. The resulting mixture was stirred at room temperature for 2 hours. To this reaction mixture was added saturated ammonium chloride aqueous solution (110 mL), and the mixture was stirred for a few minutes. The obtained mixture was added to saturated ammonium chloride aqueous solution... The reactants are COC(=O)C1=CN=CN1C1C(CCC2=CC=CC=C12)(C)C (1-(2,2-dimethyltetralin-1-yl)-5-imidazolecarboxylic acid methyl ester), [NH4+].[NH4+].[O-]S(=O)(=O)OOS(=O)(=O)[O-] (ammonium peroxodisulfate), [OH-].[Na+] (sodium hydroxide). The solvent is O (water). Conditions: time 1.5 hour. The product is COC(=O)C1=CN=CN1C1C(CC(C2=CC=CC=C12)=O)(C)C (1-(2,2-dimethyl-4-oxotetralin-1-yl)-5-imidazolecarboxylic acid methyl ester). Isolated yield 28.2%. As a reaction SMILES: [CH3:1][O:2][C:3]([C:5]1[N:9]([CH:10]2[C:19]3[C:14](=[CH:15][CH:16]=[CH:17][CH:18]=3)[CH2:13][CH2:12][C:11]2([CH3:21])[CH3:20])[CH:8]=[N:7][CH:6]=1)=[O:4].[NH4+].[NH4+].[O-:24]S(OOS([O-])(=O)=O)(=O)=O.[OH-].[Na+]>O>[CH3:1][O:2][C:3]([C:5]1[N:9]([CH:10]2[C:19]3[C:14](=[CH:15][CH:16]=[CH:17][CH:18]=3)[C:13](=[O:24])[CH2:12][C:11]2([CH3:21])[CH3:20])[CH:8]=[N:7][CH:6]=1)=[O:4] |f:1.2.3,4.5|. Reported procedure: 142 g of 1-(2,2-dimethyltetralin-1-yl)-5-imidazolecarboxylic acid methyl ester are suspended in 1 liter of distilled water. The suspension is heated to +87° C. and, while stirring, a total of 335 g of ammonium peroxodisulfate is added in portions thereto within a period of 1.5 hours in such a manner that the temperature does not exceed +90° C. After the reaction mixture has been cooled to +15° C., the pH value is adjusted to pH 4 by the addition of approximately 335 g of 30% sodium hydroxide sol... Starting materials: CO, COC(=O)C(NS(=O)(=O)N1CCC(Oc2ccc(Cl)cn2)CC1)C(C)C, Cl, [Li+], C1CCOC1, [OH-], O, O. Yields the product CC(C)C(NS(=O)(=O)N1CCC(Oc2ccc(Cl)cn2)CC1)C(=O)O. As a reaction SMILES: [CH3:37][OH:38].[Cl:4][c:5]1[cH:6][cH:7][c:8]([O:11][CH:12]2[CH2:13][CH2:14][N:15]([S:18](=[O:19])(=[O:20])[NH:21][CH:22]([C:23](=[O:24])[O:25][CH3:26])[CH:27]([CH3:28])[CH3:29])[CH2:16][CH2:17]2)[n:9][cH:10]1.[ClH:30].[Li+:3].[O:32]1[CH2:33][CH2:34][CH2:35][CH2:36]1.[OH-:2].[OH2:1].[OH2:31]>>[Cl:4][c:5]1[cH:6][cH:7][c:8]([O:11][CH:12]2[CH2:13][CH2:14][N:15]([S:18](=[O:19])(=[O:20])[NH:21][CH:22]([C:23](=[O:24])[OH:25])[CH:27]([CH3:28])[CH3:29])[CH2:16][CH2:17]2)[n:9][cH:10]1. Starting materials: CC=1C=C(C=C(C1)B1OC(C(O1)(C)C)(C)C)NC1=NC=CC(=N1)C(F)(F)F (N-[3-methyl-5-(4,4,5,5-tetramethyl-1,3,2-dioxaborolan-2-yl)phenyl]-4-(trifluoromethyl)pyrimidin-2-amine), BrC=1C=CC(=NC1)C(=O)O (5-bromopyridine-2-carboxylic acid), C([O-])([O-])=O.[Na+].[Na+] (sodium carbonate). Reagents/catalysts: C1=CC=C(C=C1)P([C-]2C=CC=C2)C3=CC=CC=C3.C1=CC=C(C=C1)P([C-]2C=CC=C2)C3=CC=CC=C3.Cl[Pd]Cl.[Fe+2].ClCCl (PdCl2(dppf) dichloromethane). Run in dioxanes. Run at temperature 130 celsius. Yields the product CC=1C=C(C=C(C1)NC1=NC=CC(=N1)C(F)(F)F)C=1C=CC(=NC1)C(=O)O (5-(3-methyl-5-{[4-(trifluoromethyl)pyrimidin-2-yl]amino}phenyl)pyridine-2-carboxylic acid). As a reaction SMILES: [CH3:1][C:2]1[CH:3]=[C:4]([NH:17][C:18]2[N:23]=[C:22]([C:24]([F:27])([F:26])[F:25])[CH:21]=[CH:20][N:19]=2)[CH:5]=[C:6](B2OC(C)(C)C(C)(C)O2)[CH:7]=1.Br[C:29]1[CH:30]=[CH:31][C:32]([C:35]([OH:37])=[O:36])=[N:33][CH:34]=1.C(=O)([O-])[O-].[Na+].[Na+]>C1C=CC(P(C2C=CC=CC=2)[C-]2C=CC=C2)=CC=1.C1C=CC(P(C2C=CC=CC=2)[C-]2C=CC=C2)=CC=1.Cl[Pd]Cl.[Fe+2].ClCCl>[CH3:1][C:2]1[CH:7]=[C:6]([C:29]2[CH:30]=[CH:31][C:32]([C:35]([OH:37])=[O:36])=[N:33][CH:34]=2)[CH:5]=[C:4]([NH:17][C:18]2[N:23]=[C:22]([C:24]([F:27])([F:25])[F:26])[CH:21]=[CH:20][N:19]=2)[CH:3]=1 |f:2.3.4,5.6.7.8.9|. Reported procedure: A mixture of N-[3-methyl-5-(4,4,5,5-tetramethyl-1,3,2-dioxaborolan-2-yl)phenyl]-4-(trifluoromethyl)pyrimidin-2-amine (6.5 g, 17.1 mmol), 5-bromopyridine-2-carboxylic acid (3.92 g, 19.4 mmol), aqueous sodium carbonate (2M, 17.1 mL, 34.3 mmol) in dioxanes (57.1 mL) was flushed and purged with Ar(g) (3×). PdCl2(dppf)-dichloromethane adduct (646 mg, 0.791 mmol) was then added to the reaction mixture and heated at 130° C. for 10 hours. Upon cooling, the reaction mixture was filtered through a CELITE ... Starting materials: BrC=1C(=NNC1)C=1C=NC=CC1 (3-(4-bromo-1H-pyrazol-3-yl)-pyridine), CSC=1C(=NNC1)C=1C=NC=CC1 (3-(4-methylsulfanyl-1H-pyrazol-3-yl)-pyridine), BrC=1C(=NNC1)C=1C=NC=CC1 (3-(4-bromo-1H-pyrazol-3-yl)-pyridine), C1(=CC=CC=C1)C1(CC(=CC=C1)SSCC=C)CC=C (3-phenyl-allyldisulfanyl-3-allylbenzene), disulfide. Solvent: C(C)(=O)OCC (ethyl acetate), C(C)(=O)OCC (ethyl acetate). Yields the product C1(=CC=CC=C1)C=CCSC=1C(=NNC1)C=1C=NC=CC1 (3-[4-(3-Phenyl-allylsulfanyl)-1H-pyrazol-3-yl]-pyridine). The yield is 22.0%. Reaction SMILES: [CH3:1][S:2][C:3]1[C:4]([C:8]2[CH:9]=[N:10][CH:11]=[CH:12][CH:13]=2)=[N:5][NH:6][CH:7]=1.[C:14]1([C:20]2(CC=C)C=CC=C(SSCC=C)[CH2:21]2)[CH:19]=[CH:18][CH:17]=[CH:16][CH:15]=1.BrC1C(C2C=NC=CC=2)=NNC=1>C(OCC)(=O)C>[C:14]1([CH:20]=[CH:21][CH2:1][S:2][C:3]2[C:4]([C:8]3[CH:9]=[N:10][CH:11]=[CH:12][CH:13]=3)=[N:5][NH:6][CH:7]=2)[CH:19]=[CH:18][CH:17]=[CH:16][CH:15]=1. Procedure: Compound 21K was prepared following the procedure as described for the synthesis of compound 21A (see Scheme 3) using 3-phenyl-allyldisulfanyl-3-allylbenzene as the disulfide (Tetrahedron Letters, 42, 2001, 6741-6743) and 3-(4-bromo-1H-pyrazol-3-yl)-pyridine (compound 20A). (conditions flash chromatography (ethyl acetate)). Yield: 22%. (oil), (TLC ethyl acetate Rf 0.45).